Task: describe an organic reaction: reactants, conditions, products, and yield. Dataset: the Open Reaction Database (ORD), a public repository of structured organic reaction records The reactants are ClC1=C(NC)C=CC=C1 (2-chlor-N-methylaniline), ClC(=O)OC1=CC=C(C=C1)OC1=NC=C(C=C1)C(F)(F)F (4-(5-trifluoromethyl-pyridin-2-yloxy)-phenyl chloroformate). The product is FC(C=1C=CC(=NC1)OC1=CC=C(C=C1)OC(N(C)C1=C(C=CC=C1)Cl)=O)(F)F ((2-Chloro-phenyl)-methyl-carbamic acid 4-(5-trifluoromethyl-pyridin-2-yloxy)-phenyl ester). Reaction SMILES: [Cl:1][C:2]1[CH:9]=[CH:8][CH:7]=[CH:6][C:3]=1[NH:4][CH3:5].Cl[C:11]([O:13][C:14]1[CH:19]=[CH:18][C:17]([O:20][C:21]2[CH:26]=[CH:25][C:24]([C:27]([F:30])([F:29])[F:28])=[CH:23][N:22]=2)=[CH:16][CH:15]=1)=[O:12]>>[F:28][C:27]([F:30])([F:29])[C:24]1[CH:25]=[CH:26][C:21]([O:20][C:17]2[CH:18]=[CH:19][C:14]([O:13][C:11](=[O:12])[N:4]([C:3]3[CH:6]=[CH:7][CH:8]=[CH:9][C:2]=3[Cl:1])[CH3:5])=[CH:15][CH:16]=2)=[N:22][CH:23]=1. Procedure: The title product was prepared from 2-chlor-N-methylaniline and 4-(5-trifluoromethyl-pyridin-2-yloxy)-phenyl chloroformate, preparative HPLC (method C) (48%, light yellow oil). HPLC-MS m/z=423.1 (M+1), Rt: 4.98 min. Reactants: NC1=NOC=2C1=C(C=CC2)O (3-amino-1,2-benzisoxazol-4-ol), FC=1C=C(C=CC1F)[N+](=O)[O-] (3,4-difluoronitrobenzene), C([O-])([O-])=O.[K+].[K+] (potassium carbonate). The solvent is CN(C=O)C (dimethylformamide), O (water). Conditions: time 16 hour. The product is FC1=C(OC2=CC=CC3=C2C(=NO3)N)C=CC(=C1)[N+](=O)[O-] (4-(2-Fluoro-4-nitrophenoxy)-1,2-benzisoxazole-3-amine). Reaction SMILES: [NH2:1][C:2]1[C:6]2=[C:7]([OH:11])[CH:8]=[CH:9][CH:10]=[C:5]2[O:4][N:3]=1.[F:12][C:13]1[CH:14]=[C:15]([N+:20]([O-:22])=[O:21])[CH:16]=[CH:17][C:18]=1F.C(=O)([O-])[O-].[K+].[K+]>CN(C)C=O.O>[F:12][C:13]1[CH:14]=[C:15]([N+:20]([O-:22])=[O:21])[CH:16]=[CH:17][C:18]=1[O:11][C:7]1[C:6]2[C:2]([NH2:1])=[N:3][O:4][C:5]=2[CH:10]=[CH:9][CH:8]=1 |f:2.3.4|. Reported procedure: 94.37 mg (0.63 mmol) of 3-amino-1,2-benzisoxazol-4-ol (from example V), 100 mg (0.63 mmol) of 3,4-difluoronitrobenzene and 95.56 mg (0.69 mmol) of potassium carbonate are suspended in 3 ml of anhydrous dimethylformamide and stirred at room temperature for 16 hours. The reaction solution is then diluted with water, and the precipitate is filtered off. The product is dried under high vacuum. Reactants: C(C)(=O)OC(C)Br (1-Bromoethyl acetate), Cl (hydrochloric acid), C([O-])([O-])=O.[K+].[K+] (Potassium carbonate), C(N)(=O)OCC=1CS[C@H]2N(C1C(=O)O)C([C@H]2NC(\C(=N/OC)\C=2OC=CC2)=O)=O ((6R,7R)-3-carbamoyloxymethyl-7-[(Z)-2-(fur-2-yl)-2-methoxyiminoacetamido]ceph-3-em-4-carboxylic acid). The solvent is CN(C=O)C (N,N-dimethylformamide), C(C)(=O)OCC (ethyl acetate), CN(C=O)C (N,N-dimethylformamide). Reaction conditions: time 25 minute. Product: C(N)(=O)OCC=1CS[C@H]2N(C1C(=O)OC(C)OC(C)=O)C([C@H]2NC(\C(=N/OC)\C=2OC=CC2)=O)=O (1-Acetoxyethyl (6R,7R)-3-carbamoyloxymethyl-7-[(Z)-2-(fur-2-yl)-2-methoxyiminoacetamido]ceph-3-em-4-carboxylate). RXN SMILES: C(=O)([O-])[O-].[K+].[K+].[C:7]([O:10][CH2:11][C:12]1[CH2:13][S:14][C@@H:15]2[C@H:22]([NH:23][C:24](=[O:34])/[C:25](/[C:29]3[O:30][CH:31]=[CH:32][CH:33]=3)=[N:26]\[O:27][CH3:28])[C:21](=[O:35])[N:16]2[C:17]=1[C:18]([OH:20])=[O:19])(=[O:9])[NH2:8].[C:36]([O:39][CH:40](Br)[CH3:41])(=[O:38])[CH3:37].Cl>CN(C)C=O.C(OCC)(=O)C>[C:7]([O:10][CH2:11][C:12]1[CH2:13][S:14][C@@H:15]2[C@H:22]([NH:23][C:24](=[O:34])/[C:25](/[C:29]3[O:30][CH:31]=[CH:32][CH:33]=3)=[N:26]\[O:27][CH3:28])[C:21](=[O:35])[N:16]2[C:17]=1[C:18]([O:20][CH:40]([O:39][C:36](=[O:38])[CH3:37])[CH3:41])=[O:19])(=[O:9])[NH2:8] |f:0.1.2|. Procedure: Potassium carbonate (760 mg, 5.5 mmole) was added to a solution of (6R,7R)-3-carbamoyloxymethyl-7-[(Z)-2-(fur-2-yl)-2-methoxyiminoacetamido]ceph-3-em-4-carboxylic acid (4.57 g, 11 mmole) in N,N-dimethylformamide (25 ml) and the mixture was stirred at ca 20° for 25 minutes. 1-Bromoethyl acetate (1.8 g, 11 mmole) in N,N-dimethylformamide (5 ml) was added to the above solution and the reaction mixture was stirred for 40 minutes at ca 20°. The reaction mixture was worked up by pouring it into excess... Starting materials: C(#N)C=1CC(N(C2=C(C1)C=CC=C2)C(C(F)(F)F)=O)CC(=O)OC (Methyl [4-cyano-1-(trifluoroacetyl)-2,3-dihydro-1H-1-benzazepin-2-yl]acetate), Cl (HCl). Run in ClC(C)Cl (dichloroethane). Conditions: temperature 45 celsius, time 1 hour. The product is NCC=1CC(NC2=C(C1)C=CC=C2)CC(=O)OC (Methyl [4-(aminomethyl)-2,3-dihydro-1H-1-benzazepin-2-yl]acetate). RXN SMILES: [C:1]([C:3]1[CH2:4][CH:5]([CH2:20][C:21]([O:23][CH3:24])=[O:22])[N:6](C(=O)C(F)(F)F)[C:7]2[CH:13]=[CH:12][CH:11]=[CH:10][C:8]=2[CH:9]=1)#[N:2].Cl>ClC(Cl)C>[NH2:2][CH2:1][C:3]1[CH2:4][CH:5]([CH2:20][C:21]([O:23][CH3:24])=[O:22])[NH:6][C:7]2[CH:13]=[CH:12][CH:11]=[CH:10][C:8]=2[CH:9]=1. Reported procedure: nBu4NBH4 is added at ambient temperature to a solution of the compound obtained in Step f (0.792 g; 2.34 mmol) in dichloroethane (10 ml). The reaction mixture is then heated at 45° C. for 8 hours. 10 ml of HCl (10%) are subsequently added and heating is carried out for 1 hour at 50° C. After concentration, the residue is chromatographed on silica (CH2Cl2/EtOH/NH4OH) to yield the title compound. Product: CC1(c2cc(C=O)cs2)OCCO1. Reactants: CC1(c2cc(Br)cs2)OCCO1, [Li]CCCC, CCOCC, CCCCCC, N#N, CN(C)C=O. RXN SMILES: [Br:3][c:4]1[cH:5][c:6]([C:9]2([CH3:14])[O:10][CH2:11][CH2:12][O:13]2)[s:7][cH:8]1.[CH3:15][CH2:16][CH2:17][CH2:18][Li:19].[CH3:25][CH2:26][O:27][CH2:28][CH3:29].[CH3:30][CH2:31][CH2:32][CH2:33][CH2:34][CH3:35].[N:1]#[N:2].[O:20]=[CH:21][N:22]([CH3:23])[CH3:24]>>[c:4]1([CH:21]=[O:20])[cH:5][c:6]([C:9]2([CH3:14])[O:10][CH2:11][CH2:12][O:13]2)[s:7][cH:8]1. The reactants are ClC=1C=C(C=CC1F)O (3-chloro-4-fluorophenol), FC1=CC=C(C=C1)[N+](=O)[O-] (1-fluoro-4-nitrobenzene), C([O-])([O-])=O.[K+].[K+] (potassium carbonate). Run in C(C)#N (acetonitrile). Yields the product [N+](=O)([O-])C1=CC=C(C=C1)OC1=CC(=C(C=C1)F)Cl (3-chloro-4-fluorophenyl 4-nitrophenyl ether). Yield: 92.7%. RXN SMILES: [Cl:1][C:2]1[CH:3]=[C:4]([OH:9])[CH:5]=[CH:6][C:7]=1[F:8].F[C:11]1[CH:16]=[CH:15][C:14]([N+:17]([O-:19])=[O:18])=[CH:13][CH:12]=1.C(=O)([O-])[O-].[K+].[K+]>C(#N)C>[N+:17]([C:14]1[CH:15]=[CH:16][C:11]([O:9][C:4]2[CH:5]=[CH:6][C:7]([F:8])=[C:2]([Cl:1])[CH:3]=2)=[CH:12][CH:13]=1)([O-:19])=[O:18] |f:2.3.4|. Reported procedure: To a solution of 3-chloro-4-fluorophenol (1.46 g, 10 mmol) and 1-fluoro-4-nitrobenzene (1.41 g, 10 mmol) in acetonitrile (40 mL) was added potassium carbonate (2.76 g, 20 mmol). The reaction mixture was heated at reflux for 4 hours. After filtration, the solvent was removed to give a residue. The residue was washed with n-hexane (2 times 15 mL) and dried to afford the title compound (2.48 g) which was directly used in the next step. The reactants are [Br-], C[Mg+], CCOCC, Cc1ccc(S(=O)(=O)n2cc(C=O)c3ccc(C(=O)Nc4c(Cl)cncc4Cl)cc32)cc1. Yields the product Cc1ccc(S(=O)(=O)n2cc(C(C)O)c3ccc(C(=O)Nc4c(Cl)cncc4Cl)cc32)cc1. As a reaction SMILES: [Br-:33].[CH3:34][Mg+:35].[CH3:36][CH2:37][O:38][CH2:39][CH3:40].[Cl:1][c:2]1[cH:3][n:4][cH:5][c:6]([Cl:32])[c:7]1[NH:8][C:9](=[O:10])[c:11]1[cH:12][cH:13][c:14]2[c:15]([CH:30]=[O:31])[cH:16][n:17]([S:20](=[O:21])(=[O:22])[c:23]3[cH:24][cH:25][c:26]([CH3:29])[cH:27][cH:28]3)[c:18]2[cH:19]1>>[Cl:1][c:2]1[cH:3][n:4][cH:5][c:6]([Cl:32])[c:7]1[NH:8][C:9](=[O:10])[c:11]1[cH:12][cH:13][c:14]2[c:15]([CH:30]([OH:31])[CH3:34])[cH:16][n:17]([S:20](=[O:21])(=[O:22])[c:23]3[cH:24][cH:25][c:26]([CH3:29])[cH:27][cH:28]3)[c:18]2[cH:19]1. Reactants: ClC=1C=C(C=CC1Cl)[C@@H](C(=O)O)CC=C (2-(S)-(3,4-dichlorophenyl)-4-pentenoic acid), [H-].[Al+3].[Li+].[H-].[H-].[H-] (lithium aluminum hydride), O (water), [OH-].[Na+] (NaOH). Solvent: CCOCC (ether). Conditions: temperature 40 celsius, time 16 hour. Yields the product ClC=1C=C(C=CC1Cl)[C@@H](CO)CC=C (2-(S)-(3,4-Dichlorophenyl)-4-penten-1-ol). The yield is 68.2%. RXN SMILES: [Cl:1][C:2]1[CH:3]=[C:4]([C@H:9]([CH2:13][CH:14]=[CH2:15])[C:10](O)=[O:11])[CH:5]=[CH:6][C:7]=1[Cl:8].[H-].[Al+3].[Li+].[H-].[H-].[H-].O.[OH-].[Na+]>CCOCC>[Cl:1][C:2]1[CH:3]=[C:4]([C@H:9]([CH2:13][CH:14]=[CH2:15])[CH2:10][OH:11])[CH:5]=[CH:6][C:7]=1[Cl:8] |f:1.2.3.4.5.6,8.9|. Procedure details: To a solution of 2-(S)-(3,4-dichlorophenyl)-4-pentenoic acid (7.0 gm) (prepared as described by J. Hale et. al., Bioorganic & Medicinal Chemistry Letters 1993,3, 319-322.) in ether (50 mL) at r.t. was added portionwise over 5 min solid lithium aluminum hydride (700 mg). The reaction was heated to 40° C. for 3 hr and then stirred at r.t. for 16 hr. The reaction was poured into water containing 25 mL of 2N NaOH and extracted twice with ether. The ether layers were washed with brine, combined and d... The reactants are CC(=O)c1c(C(=O)O)ccc[n+]1[O-], [H][H], [Na+], [OH-], O. The product is CC(=O)c1ncccc1C(=O)O. Reaction SMILES: [C:1]([CH3:2])(=[O:3])[c:4]1[c:5]([C:6](=[O:7])[OH:8])[cH:9][cH:10][cH:11][n+:12]1[O-:13].[H:16][H:17].[Na+:15].[OH-:14].[OH2:18]>>[C:1]([CH3:2])(=[O:3])[c:4]1[c:5]([C:6](=[O:7])[OH:8])[cH:9][cH:10][cH:11][n:12]1.